Task: describe an organic reaction: reactants, conditions, products, and yield. Dataset: the Open Reaction Database (ORD), a public repository of structured organic reaction records The reactants are Clc1ccc2c(N3CCNCC3)ccnc2c1, ClCCl, Cc1ccccc1N=C=O. The product is Cc1ccccc1NC(=O)N1CCN(c2ccnc3cc(Cl)ccc23)CC1. Reaction SMILES: [Cl:1][c:2]1[cH:3][cH:4][c:5]2[c:6]([N:12]3[CH2:13][CH2:14][NH:15][CH2:16][CH2:17]3)[cH:7][cH:8][n:9][c:10]2[cH:11]1.[Cl:28][CH2:29][Cl:30].[c:18]1([CH3:27])[c:19]([N:24]=[C:25]=[O:26])[cH:20][cH:21][cH:22][cH:23]1>>[Cl:1][c:2]1[cH:3][cH:4][c:5]2[c:6]([N:12]3[CH2:13][CH2:14][N:15]([C:25]([NH:24][c:19]4[c:18]([CH3:27])[cH:23][cH:22][cH:21][cH:20]4)=[O:26])[CH2:16][CH2:17]3)[cH:7][cH:8][n:9][c:10]2[cH:11]1. Reactants: O=C(O)c1ccc(Cl)c(Br)c1, CCN=C=NCCCN(C)C, CCOC(C)=O, CC(N)c1cccc(Cl)c1, CN(C)C=O, On1nnc2ccccc21. Yields the product CC(NC(=O)c1ccc(Cl)c(Br)c1)c1cccc(Cl)c1. Reaction SMILES: [Br:1][c:2]1[cH:3][c:4]([C:5](=[O:6])[OH:7])[cH:8][cH:9][c:10]1[Cl:11].[CH3:22][CH2:23][N:24]=[C:25]=[N:26][CH2:27][CH2:28][CH2:29][N:30]([CH3:31])[CH3:32].[CH3:48][CH2:49][O:50][C:51]([CH3:52])=[O:53].[Cl:33][c:34]1[cH:35][c:36]([CH:40]([CH3:41])[NH2:42])[cH:37][cH:38][cH:39]1.[O:43]=[CH:44][N:45]([CH3:46])[CH3:47].[OH:12][n:13]1[c:14]2[c:15]([cH:16][cH:17][cH:18][cH:19]2)[n:20][n:21]1>>[Br:1][c:2]1[cH:3][c:4]([C:5](=[O:7])[NH:42][CH:40]([c:36]2[cH:35][c:34]([Cl:33])[cH:39][cH:38][cH:37]2)[CH3:41])[cH:8][cH:9][c:10]1[Cl:11]. Starting materials: ClC1=CC=2C3=C(N(C2C=C1)CC(C)(O)C1=CC=NC=C1)CCN(C3)C (1-(8-Chloro-1,2,3,4-tetrahydro-2-methylpyrido[4,3-b]indol-5-yl)-2-(pyridin-4-yl)propan-2-ol), S(O)(O)(=O)=O (sulfuric acid), [OH-].[K+] (KOH). Run in ice water. Yields the product ClC1=CC=2C3=C(N(C2C=C1)\C=C(/C)\C1=CC=NC=C1)CCN(C3)C ((E)-8-chloro-2,3,4,5-tetrahydro-2-methyl-5-(2-(pyridin-4-yl)prop-1-enyl)-1H-pyrido[4,3-b]indole). RXN SMILES: [Cl:1][C:2]1[CH:10]=[CH:9][C:8]2[N:7]([CH2:11][C:12]([C:15]3[CH:20]=[CH:19][N:18]=[CH:17][CH:16]=3)(O)[CH3:13])[C:6]3[CH2:21][CH2:22][N:23]([CH3:25])[CH2:24][C:5]=3[C:4]=2[CH:3]=1.S(=O)(=O)(O)O.[OH-].[K+]>>[Cl:1][C:2]1[CH:10]=[CH:9][C:8]2[N:7](/[CH:11]=[C:12](/[C:15]3[CH:20]=[CH:19][N:18]=[CH:17][CH:16]=3)\[CH3:13])[C:6]3[CH2:21][CH2:22][N:23]([CH3:25])[CH2:24][C:5]=3[C:4]=2[CH:3]=1 |f:2.3|. Procedure details: 1-(8-Chloro-1,2,3,4-tetrahydro-2-methylpyrido[4,3-b]indol-5-yl)-2-(pyridin-4-yl)propan-2-ol (1 g, 2.81 mmol, 1 equiv.) was refluxed with 25% sulfuric acid (7 mL) for 2 h. The reaction mixture was cooled to 5° C. in ice-water bath. KOH (15% aqueous solution) was added dropwise to the reaction mixture until pH 9-10 was achieved. The reaction mixture was extracted with EtOAc (3×10 mL). The combined organic layer was washed with water (10 mL) followed by brine, dried over sodium sulfate and evaporat... Reactants: IC1=CC(=CC2=C1N(C=N2)C2=CC=CC=C2)C(F)(F)F (7-iodo-1-phenyl-5-trifluoromethylbenzimidazole), CN1C=CC2=CC(=CC=C12)B(O)O (1-methyl-5-indolyl boronic acid), C(CCO)O (1,3-propanediol), C([O-])([O-])=O.[K+].[K+] (potassium carbonate). Reagents/catalysts: Cl[Pd]([P](C1=CC=CC=C1)(C2=CC=CC=C2)C3=CC=CC=C3)([P](C4=CC=CC=C4)(C5=CC=CC=C5)C6=CC=CC=C6)Cl (bis(triphenylphosphin)palladium dichloride). The solvent is C(OC)COC (dimethoxyethane), O (water). Yields the product CN1C=CC2=CC(=CC=C12)C1=CC(=CC2=C1N(C=N2)C2=CC=CC=C2)C(F)(F)F (7-(1-Methyl-5-indolyl)-1-phenyl-5-trifluoromethylbenzimidazole). The yield is 83.8%. As a reaction SMILES: I[C:2]1[C:7]2[N:8]([C:11]3[CH:16]=[CH:15][CH:14]=[CH:13][CH:12]=3)[CH:9]=[N:10][C:6]=2[CH:5]=[C:4]([C:17]([F:20])([F:19])[F:18])[CH:3]=1.[CH3:21][N:22]1[C:30]2[C:25](=[CH:26][C:27](B(O)O)=[CH:28][CH:29]=2)[CH:24]=[CH:23]1.C(O)CCO.C(=O)([O-])[O-].[K+].[K+]>C(COC)OC.O.Cl[Pd](Cl)([P](C1C=CC=CC=1)(C1C=CC=CC=1)C1C=CC=CC=1)[P](C1C=CC=CC=1)(C1C=CC=CC=1)C1C=CC=CC=1>[CH3:21][N:22]1[C:30]2[C:25](=[CH:26][C:27]([C:2]3[C:7]4[N:8]([C:11]5[CH:16]=[CH:15][CH:14]=[CH:13][CH:12]=5)[CH:9]=[N:10][C:6]=4[CH:5]=[C:4]([C:17]([F:20])([F:19])[F:18])[CH:3]=3)=[CH:28][CH:29]=2)[CH:24]=[CH:23]1 |f:3.4.5,^1:54,73|. Procedure: A mixture of 7-iodo-1-phenyl-5-trifluoromethylbenzimidazole (1.0 g, 2.5 mmol), 1-methyl-5-indolyl boronic acid (0.65 g, 3.73 mmol), 1,3-propanediol (0.9 ml, 12.4 mmol), potassium carbonate (1.71 g, 12.4 mmol) and bis(triphenylphosphin)palladium dichloride (100 mg, 0.14 mmol) in a mixture of dimethoxyethane (20 ml) and water (10 ml) was stirred at reflux in a nitrogen atmosphere for 1 hour. The cooled reaction mixture was partitioned between ethyl acetate and water and the organic layer was dried... Starting materials: CCOC(=O)CCC(NC(=O)c1ccc(N2CCC(=O)CC2)cc1)C(=O)OCC, CS(=O)(=O)Nc1cc(C(O)CN)ccc1O. Yields the product CCOC(=O)CCC(NC(=O)c1ccc(N2CCC(NCC(O)c3ccc(O)c(NS(C)(=O)=O)c3)CC2)cc1)C(=O)OCC. RXN SMILES: [CH2:1]([CH3:2])[O:3][C:4]([CH:5]([CH2:6][CH2:7][C:8](=[O:9])[O:10][CH2:11][CH3:12])[NH:13][C:14]([c:15]1[cH:16][cH:17][c:18]([N:21]2[CH2:22][CH2:23][C:24](=[O:27])[CH2:25][CH2:26]2)[cH:19][cH:20]1)=[O:28])=[O:29].[NH2:30][CH2:31][CH:32]([OH:33])[c:34]1[cH:35][cH:36][c:37]([OH:45])[c:38]([NH:40][S:41](=[O:42])(=[O:43])[CH3:44])[cH:39]1>>[CH2:1]([CH3:2])[O:3][C:4]([CH:5]([CH2:6][CH2:7][C:8](=[O:9])[O:10][CH2:11][CH3:12])[NH:13][C:14]([c:15]1[cH:16][cH:17][c:18]([N:21]2[CH2:22][CH2:23][CH:24]([NH:30][CH2:31][CH:32]([OH:33])[c:34]3[cH:35][cH:36][c:37]([OH:45])[c:38]([NH:40][S:41](=[O:42])(=[O:43])[CH3:44])[cH:39]3)[CH2:25][CH2:26]2)[cH:19][cH:20]1)=[O:28])=[O:29].